From a dataset of the Open Reaction Database (ORD), a public repository of structured organic reaction records. describe an organic reaction: reactants, conditions, products, and yield Starting materials: OC1=C(C2=C(C(C=CO2)=O)C=C1)CC=C (7-hydroxy-8-(2-propenyl)-4H-1-benzopyran-4-one), ice water, [H-].[Na+] (sodium hydride), COC(CCC1=C(C=CC=C1OCCCC(=O)OC)CCCCCCI)=O (2-(6-iodohexyl)-6-(4-methoxy-4-oxobutoxy)benzenepropanoic acid methyl ester), C(C)(=O)OCC (ethyl acetate). Run in CN(C=O)C (N,N-dimethylformamide), CN(C=O)C (N,N-dimethylformamide), CN(C=O)C (N,N-dimethylformamide). Conditions: time 1 minute. Yields the product COC(CCC1=C(C=CC=C1CCCCCCOC1=C(C2=C(C(C=CO2)=O)C=C1)CC=C)OCCCC(=O)OC)=O (2-(4-Methoxy-4-oxobutoxy)-6-[6-[(4-oxo-8-(2-propenyl)-4H-1-benzopyran-7-yl)oxy]hexyl]benzenepropanoic Acid Methyl Ester). Isolated yield 79.0%. As a reaction SMILES: [H-].[Na+].[OH:3][C:4]1[CH:14]=[CH:13][C:7]2[C:8](=[O:12])[CH:9]=[CH:10][O:11][C:6]=2[C:5]=1[CH2:15][CH:16]=[CH2:17].[CH3:18][O:19][C:20](=[O:44])[CH2:21][CH2:22][C:23]1[C:28]([O:29][CH2:30][CH2:31][CH2:32][C:33]([O:35][CH3:36])=[O:34])=[CH:27][CH:26]=[CH:25][C:24]=1[CH2:37][CH2:38][CH2:39][CH2:40][CH2:41][CH2:42]I.C(OCC)(=O)C>CN(C)C=O>[CH3:18][O:19][C:20](=[O:44])[CH2:21][CH2:22][C:23]1[C:24]([CH2:37][CH2:38][CH2:39][CH2:40][CH2:41][CH2:42][O:3][C:4]2[CH:14]=[CH:13][C:7]3[C:8](=[O:12])[CH:9]=[CH:10][O:11][C:6]=3[C:5]=2[CH2:15][CH:16]=[CH2:17])=[CH:25][CH:26]=[CH:27][C:28]=1[O:29][CH2:30][CH2:31][CH2:32][C:33]([O:35][CH3:36])=[O:34] |f:0.1|. Reported procedure: To a slurry of 202 mg(5.05 mmol) of 60% sodium hydride-mineral oil dispersion (pre-washed with penlane) in 3 mL of anhydrous N,N-dimethylformamide was added a solution of 0.77 g (3.81 mmol) of 7-hydroxy-8-(2-propenyl)-4H-1-benzopyran-4-one in 12 mL of anhydrous N,N-dimethylformamide, over a 1 min period. The mixture was stirred at room temperature for 15 min whereupon a solution of 2.1 g (4.29 mmol) of 2-(6-iodohexyl)-6-(4-methoxy-4-oxobutoxy)benzenepropanoic acid methyl ester (example 17) in 15... The reactants are [H-].[Na+] (NaH), BrC1=NC2=CC=CC=C2C=C1CBr (2-bromo-3-bromomethylquinoline), O (water), compound, [Li+].[Br-] (LiBr), COCCOC.CN(C)C=O (DME DMF). Run at temperature 80 celsius. The product is BrC1=NC2=CC=CC=C2C=C1CN1C(C2=C(C=C1)C(CC2O)=O)=O (2-[(2-Bromo-3-quinolinyl)methyl]-7-hydroxy-6,7-dihydro-1H-cyclopenta[c]pyridine-1,5(2H)-dione). Reaction SMILES: [H-].[Na+].[Li+].[Br-].[Br:5][C:6]1[C:15]([CH2:16]Br)=[CH:14][C:13]2[C:8](=[CH:9][CH:10]=[CH:11][CH:12]=2)[N:7]=1.[OH2:18].CO[CH2:21][CH2:22][O:23]C.[CH3:25][N:26]([CH:28]=[O:29])C>>[Br:5][C:6]1[C:15]([CH2:16][N:26]2[CH:25]=[CH:13][C:8]3[C:9](=[O:18])[CH2:10][CH:22]([OH:23])[C:21]=3[C:28]2=[O:29])=[CH:14][C:13]2[C:8](=[CH:9][CH:10]=[CH:11][CH:12]=2)[N:7]=1 |f:0.1,2.3,6.7|. Procedure details: 0.6 mmol (18 mg) of NaH as an 80% dispersion in mineral oil is added in small fractions to a solution, stirred at 0° C. of 0.6 mmol (100 mg) of the compound described in Preparation A in 20 ml of a DME/DMF mixture (16/4 (v/v)). The mixture is stirred at 0° C. for 10 minutes before the addition, at that temperature, of 2.4 mmol (210 mg) of LiBr. After returning to room temperature, the reaction mixture is stirred for ¼ hour before the addition of 0.66 mmol (200 mg) of 2-bromo-3-bromomethylquinoli... Starting materials: OC1=CC(=CC=2OC([C@H]3[C@@H](C21)CC(CC3)=O)(C)C)C3CCCCC3 (cis-1-hydroxy-3-cyclohexyl-6,6-dimethyl-6,6a,7,8,10,10a-hexahydro-9H-dibenzo[b,d]pyran-9-one), [Br-].[Al+3].[Br-].[Br-] (aluminum bromide). The solvent is ClC1=CC=CC=C1 (chlorobenzene). Product: OC1=CC(=CC=2OC([C@H]3[C@H](C21)CC(CC3)=O)(C)C)C3CCCCC3 (trans-1-hydroxy-3-cyclohexyl-6,6-dimethyl-6,6a,7,8,10,10a-hexahydro-9H-dibenzo[b,d]pyran-9-one). Reaction SMILES: [OH:1][C:2]1[C:11]2[C@H:10]3[CH2:12][C:13](=[O:16])[CH2:14][CH2:15][C@H:9]3[C:8]([CH3:18])([CH3:17])[O:7][C:6]=2[CH:5]=[C:4]([CH:19]2[CH2:24][CH2:23][CH2:22][CH2:21][CH2:20]2)[CH:3]=1.[Br-].[Al+3].[Br-].[Br-]>ClC1C=CC=CC=1>[OH:1][C:2]1[C:11]2[C@@H:10]3[CH2:12][C:13](=[O:16])[CH2:14][CH2:15][C@H:9]3[C:8]([CH3:17])([CH3:18])[O:7][C:6]=2[CH:5]=[C:4]([CH:19]2[CH2:20][CH2:21][CH2:22][CH2:23][CH2:24]2)[CH:3]=1 |f:1.2.3.4|. Procedure: dl-cis-1-hydroxy-3-cyclohexyl-6,6-dimethyl-6,6a,7,8,10,10a-hexahydro-9H-dibenzo[b,d]pyran-9-one was treated with aluminum bromide in chlorobenzene according to the process of Example 5 to provide dl-trans-1-hydroxy-3-cyclohexyl-6,6-dimethyl-6,6a,7,8,10,10a-hexahydro-9H-dibenzo[b,d]pyran-9-one. Starting materials: ClC1=CC=C(C=C1)C1=CNC2=CC=NC(=C2C1=O)NC1=CC(=CC=C1)Cl (3-(4-Chlorophenyl)-1,4-dihydro-4-oxo-5-(3-chlorophenylamino)-1,6-naphthyridine), C(CC1=CC=CC=C1)N (phenethylamine), ClC=1C=C(N)C=CC1 (3-chloroaniline). Product: C1(=CC=C(C=C1)C1=CNC2=CC=NC(=C2C1=O)NCCC1=CC=CC=C1)C (3-(p-Tolyl)-1,4-dihydro-4-oxo-5-phenethylamino-1,6-naphthyridine). Reaction SMILES: Cl[C:2]1[CH:7]=[CH:6][C:5]([C:8]2[C:17](=[O:18])[C:16]3[C:11](=[CH:12][CH:13]=[N:14][C:15]=3[NH:19]C3C=CC=C(Cl)C=3)[NH:10][CH:9]=2)=[CH:4][CH:3]=1.[CH2:27](N)[CH2:28][C:29]1[CH:34]=[CH:33][CH:32]=[CH:31][CH:30]=1.Cl[C:37]1C=C(C=CC=1)N>>[C:2]1([CH3:37])[CH:7]=[CH:6][C:5]([C:8]2[C:17](=[O:18])[C:16]3[C:11](=[CH:12][CH:13]=[N:14][C:15]=3[NH:19][CH2:27][CH2:28][C:29]3[CH:34]=[CH:33][CH:32]=[CH:31][CH:30]=3)[NH:10][CH:9]=2)=[CH:4][CH:3]=1. Reported procedure: 3-(4-Chlorophenyl)-1,4-dihydro-4-oxo-5-(3-chlorophenylamino)-1,6-naphthyridine The title compound was prepared as described in Example 1 above except that phenethylamine was replaced with 3-chloroaniline. MS 382 (M+1)+. The reactants are CC1=CC(=C(C=C1C)NC(OC1=CC=CC=C1)=S)OC (Phenyl N-(4,5-dimethyl-2-methoxyphenyl)thiocarbamate), ClC=1C=C(C=C(C1)Cl)N1CCNCC1 (1-(3,5-dichlorophenyl)piperazine). Product: CC1=CC(=C(C=C1C)NC(=S)N1CCN(CC1)C1=CC(=CC(=C1)Cl)Cl)OC (1-[(4,5-Dimethyl-2-methoxyphenyl)aminothiocarbonyl]-4-(3,5-dichlorophenyl)piperazine). Yield: 85.0%. As a reaction SMILES: [CH3:1][C:2]1[C:7]([CH3:8])=[CH:6][C:5]([NH:9][C:10](=[S:18])OC2C=CC=CC=2)=[C:4]([O:19][CH3:20])[CH:3]=1.[Cl:21][C:22]1[CH:23]=[C:24]([N:29]2[CH2:34][CH2:33][NH:32][CH2:31][CH2:30]2)[CH:25]=[C:26]([Cl:28])[CH:27]=1>>[CH3:1][C:2]1[C:7]([CH3:8])=[CH:6][C:5]([NH:9][C:10]([N:32]2[CH2:31][CH2:30][N:29]([C:24]3[CH:23]=[C:22]([Cl:21])[CH:27]=[C:26]([Cl:28])[CH:25]=3)[CH2:34][CH2:33]2)=[S:18])=[C:4]([O:19][CH3:20])[CH:3]=1. Reported procedure: Phenyl N-(4,5-dimethyl-2-methoxyphenyl)thiocarbamate and 1-(3,5-dichlorophenyl)piperazine were reacted by the same way with the example 197 to obtain the titled compound.